Task: describe an organic reaction: reactants, conditions, products, and yield. Dataset: the Open Reaction Database (ORD), a public repository of structured organic reaction records Reactants: CN(C)C(=N)N(C)C, COC(=O)C(NC(=O)c1ccc(C(O)C=Cc2cccc(O)c2)cc1Cl)P(=O)(OC)OC, C1CCOC1, O=Cc1cnc2ccccc2c1. The product is COC(=O)C(=Cc1cnc2ccccc2c1)NC(=O)c1ccc(C(O)C=Cc2cccc(O)c2)cc1Cl. Reaction SMILES: [CH3:1][N:2]([CH3:3])[C:4]([N:5]([CH3:6])[CH3:7])=[NH:8].[CH3:9][O:10][C:11]([CH:12]([NH:13][C:14]([c:15]1[c:16]([Cl:32])[cH:17][c:18]([CH:21]([CH:22]=[CH:23][c:24]2[cH:25][c:26]([OH:30])[cH:27][cH:28][cH:29]2)[OH:31])[cH:19][cH:20]1)=[O:33])[P:34]([O:35][CH3:36])([O:37][CH3:38])=[O:39])=[O:40].[O:53]1[CH2:54][CH2:55][CH2:56][CH2:57]1.[n:41]1[cH:42][c:43]([CH:51]=[O:52])[cH:44][c:45]2[cH:46][cH:47][cH:48][cH:49][c:50]12>>[CH3:9][O:10][C:11]([C:12]([NH:13][C:14]([c:15]1[c:16]([Cl:32])[cH:17][c:18]([CH:21]([CH:22]=[CH:23][c:24]2[cH:25][c:26]([OH:30])[cH:27][cH:28][cH:29]2)[OH:31])[cH:19][cH:20]1)=[O:33])=[CH:51][c:43]1[cH:42][n:41][c:50]2[c:45]([cH:44]1)[cH:46][cH:47][cH:48][cH:49]2)=[O:40]. Reported procedure: The general procedure C using 20 (73.1 mg, 0.135 mmol), morpholine (14.1 μL, 0.162 mmol), Pd(OAc)2 (1.2 mg, 0.0054 mmol), 1-(N,N-dimethylamino)-1′-(dicyclohexylphosphino) biphenyl (5.4 mg, 0.0054 mmol) and K3PO4 (40.0 mg, 0.189 mmol) for 12 h at 100° C. afforded a yellow oil. Cleavage of the aminated intermediate with SnCl4 (162 μL 1.0 M in CH2Cl2, 0.162 mmol) using general procedure D gave 49.0 mg (87%) of 26 as a white solid after purification by flash column chromatography on silica gel (50% ... Reaction SMILES: [C:1]([O:4][C@@H:5]1[C@@H:12]([O:13][CH2:14][C:15]2[CH:20]=[CH:19][CH:18]=[CH:17][CH:16]=2)[C@H:11]([O:21][CH2:22][C:23]2[CH:28]=[CH:27][CH:26]=[CH:25][CH:24]=2)[C@@H:10]([CH2:29][O:30]CC2C=CC(Cl)=CC=2)[O:9][C@H:6]1[O:7][CH3:8])(=[O:3])[CH3:2].N1CCOCC1.[O-]P([O-])([O-])=O.[K+].[K+].[K+].Cl[Sn](Cl)(Cl)Cl>CC([O-])=O.CC([O-])=O.[Pd+2]>[C:1]([O:4][C@@H:5]1[C@@H:12]([O:13][CH2:14][C:15]2[CH:20]=[CH:19][CH:18]=[CH:17][CH:16]=2)[C@H:11]([O:21][CH2:22][C:23]2[CH:24]=[CH:25][CH:26]=[CH:27][CH:28]=2)[C@@H:10]([CH2:29][OH:30])[O:9][C@H:6]1[O:7][CH3:8])(=[O:3])[CH3:2] |f:2.3.4.5,7.8.9|. Starting materials: C(C)(=O)O[C@H]1[C@H](OC)O[C@@H]([C@H]([C@@H]1OCC1=CC=CC=C1)OCC1=CC=CC=C1)COCC1=CC=C(C=C1)Cl (Methyl 2-O-acetyl-3,4-di-O-benzyl-6-O-(4-chlorobenzyl)-β-D-glucopyranoside), [O-]P(=O)([O-])[O-].[K+].[K+].[K+] (K3PO4), Cl[Sn](Cl)(Cl)Cl (SnCl4), N1CCOCC1 (morpholine), 1-(N,N-dimethylamino)-1′-(dicyclohexylphosphino) biphenyl. Yields the product C(C)(=O)O[C@H]1[C@H](OC)O[C@@H]([C@H]([C@@H]1OCC1=CC=CC=C1)OCC1=CC=CC=C1)CO (Methyl 2-O-acetyl-3,4-di-O-benzyl-β-D-glucopyranoside). Isolated yield 87.2%. The reagents and catalysts are CC(=O)[O-].CC(=O)[O-].[Pd+2] (Pd(OAc)2). Reactants: solvent 150, C(CCCCCCCCCCCCCCC(C)C)(=O)O (isostearic acid), C1CCC(=O)OCC1.C(C(CO)(CO)N)O (E-Caprolactone THAM), active ingredient solution, ester oxazoline. Run at temperature 180 celsius. Yields the product C(CCCCCCCCCCCCCCC(C)C)(=O)O.C1CCC(=O)OCC1.C(C(CO)(CO)N)O (Isostearic Acid E-Caprolactone THAM). Reaction SMILES: [C:1]([OH:20])(=[O:19])[CH2:2][CH2:3][CH2:4][CH2:5][CH2:6][CH2:7][CH2:8][CH2:9][CH2:10][CH2:11][CH2:12][CH2:13][CH2:14][CH2:15][CH:16]([CH3:18])[CH3:17].[CH2:21]1[CH2:28][CH2:27][O:26][C:24](=[O:25])[CH2:23][CH2:22]1.[CH2:29]([OH:36])[C:30]([NH2:35])([CH2:33][OH:34])[CH2:31][OH:32]>>[C:1]([OH:20])(=[O:19])[CH2:2][CH2:3][CH2:4][CH2:5][CH2:6][CH2:7][CH2:8][CH2:9][CH2:10][CH2:11][CH2:12][CH2:13][CH2:14][CH2:15][CH:16]([CH3:17])[CH3:18].[CH2:21]1[CH2:28][CH2:27][O:26][C:24](=[O:25])[CH2:23][CH2:22]1.[CH2:29]([OH:36])[C:30]([NH2:35])([CH2:33][OH:34])[CH2:31][OH:32] |f:1.2,3.4.5|. Reported procedure: About 28.1 g (0.1 mole) of isostearic acid and 23.5 g (0.1 mol) of the CL-THAM adduct of Example 4 were added to a reaction flask and heated to 180° C. to distill off the water of reaction. The reaction mixture was heated at 180° C. for four hours with mild nitrogen sparging. An infrared analysis of the product showed the desired ester oxazoline. The residue was diluted in solvent 150 neutral mineral oil to make a 50% active ingredient solution and was collected. Reactants: C(C)(=O)O (acetic acid), O1CCN(CC1)C1=NC=2N(C3=CC=CC=C13)C=NC2C(=O)OCC (ethyl 5-morpholino-imidazo[1,5-a]quinazoline-3-carboxylate), C1(CC1)C(N)=NO (cyclopropanecarboxamide oxime), [H-].[Na+] (sodium hydride). Run in ClCCl (dichloromethane), CN(C)C=O (DMF). Conditions: time 1 hour. Product: C1(CC1)C1=NOC(=N1)C=1N=CN2C1N=C(C1=CC=CC=C21)N2CCOCC2 (3-(3-cyclopropyl-1,2,4-oxadiazol-5-yl)-5-morpholino-imidazo[1,5-a]quinazoline). Isolated yield 82.4%. RXN SMILES: [O:1]1[CH2:6][CH2:5][N:4]([C:7]2[C:16]3[C:11](=[CH:12][CH:13]=[CH:14][CH:15]=3)[N:10]3[CH:17]=[N:18][C:19]([C:20](OCC)=[O:21])=[C:9]3[N:8]=2)[CH2:3][CH2:2]1.[CH:25]1([C:28](=[N:30]O)[NH2:29])[CH2:27][CH2:26]1.[H-].[Na+].C(O)(=O)C>CN(C=O)C.ClCCl>[CH:25]1([C:28]2[N:30]=[C:20]([C:19]3[N:18]=[CH:17][N:10]4[C:11]5[C:16](=[CH:15][CH:14]=[CH:13][CH:12]=5)[C:7]([N:4]5[CH2:3][CH2:2][O:1][CH2:6][CH2:5]5)=[N:8][C:9]=34)[O:21][N:29]=2)[CH2:27][CH2:26]1 |f:2.3|. Reported procedure: A mixture of ethyl 5-morpholino-imidazo[1,5-a]quinazoline-3-carboxylate (2.5 g, 7.7 mmol), cyclopropanecarboxamide oxime (3.8 g), crushed 4 Å molecular sieves (7.5 g), and sodium hydride (0.3 g, 60% in mineral oil, 7.7 mmol) in 50 ml of dry DMF was stirred at room temperature for 1 h. Glacial acetic acid (2 ml) and dichloromethane (75 ml) was added, and the mixture was filtered through celite. The filtrate was evaporated and the residue was triturated with water (100 ml). Pale yellow crystals pr... Reaction conditions: time 2 hour. Solvent: C(C)O (ethanol). Procedure: To a solution of (S)-2-[2-(3-cyano-phenyl)-[1,4]oxazepan-4-yl]-1-methyl-1H-[4,4′]bipyrimidinyl-6-one (A039) (300 mg, 0.772 mmol), tetrahydrofuran (1.90 ml) and 3.0N-sodium carbonate (1.90 ml) in ethanol (1.90 ml) was added 30%-hydrogen peroxide (1.90 ml) at room temperature. The mixture was stirred at room temperature for 2 hours and partitioned between water and chloroform. The organic layer was dried over sodium sulfate and concentrated in vacuo. The residue was washed with diethyl ether to af... The reactants are C(#N)C=1C=C(C=CC1)[C@@H]1OCCCN(C1)C=1N(C(C=C(N1)C1=NC=NC=C1)=O)C ((S)-2-[2-(3-cyano-phenyl)-[1,4]oxazepan-4-yl]-1-methyl-1H-[4,4′]bipyrimidinyl-6-one), O1CCCC1 (tetrahydrofuran), C([O-])([O-])=O.[Na+].[Na+] (sodium carbonate), OO (hydrogen peroxide). Yields the product CN1C(=NC(=CC1=O)C1=NC=NC=C1)N1C[C@@H](OCCC1)C=1C=C(C(=O)N)C=CC1 ((S)-3-[4-(1-Methyl-6-oxo-1,6-dihydro-[4,4′]bipyrimidinyl-2-yl)-[1,4]oxazepan-2-yl]-benzamide), solid. RXN SMILES: [C:1]([C:3]1[CH:4]=[C:5]([C@H:9]2[CH2:15][N:14]([C:16]3[N:17]([CH3:29])[C:18](=[O:28])[CH:19]=[C:20]([C:22]4[CH:27]=[CH:26][N:25]=[CH:24][N:23]=4)[N:21]=3)[CH2:13][CH2:12][CH2:11][O:10]2)[CH:6]=[CH:7][CH:8]=1)#[N:2].[O:30]1CCCC1.C(=O)([O-])[O-].[Na+].[Na+].OO>C(O)C>[CH3:29][N:17]1[C:18](=[O:28])[CH:19]=[C:20]([C:22]2[CH:27]=[CH:26][N:25]=[CH:24][N:23]=2)[N:21]=[C:16]1[N:14]1[CH2:13][CH2:12][CH2:11][O:10][C@@H:9]([C:5]2[CH:4]=[C:3]([CH:8]=[CH:7][CH:6]=2)[C:1]([NH2:2])=[O:30])[CH2:15]1 |f:2.3.4|. Yield: 93.0%. Reactants: C(C)(C)(C)OC(=O)N1CCC(CC1)NC1CC2=CC(=CC=C2CC1)Br (4-(7-bromo-1,2,3,4-tetrahydro-naphthalen-2-ylamino)-piperidine-1-carboxylic acid tert-butyl ester), C(CC)=O (propionaldehyde), C(C)(=O)O[BH-](OC(C)=O)OC(C)=O.[Na+] (sodium triacetoxyborohydride). The solvent is ClC(C)Cl (dichloroethane). Reaction conditions: time 24 hour. Yields the product C(C)(C)(C)OC(=O)N1CCC(CC1)N(CCC)C1CC2=CC(=CC=C2CC1)Br (4-[(7-bromo-1,2,3,4-tetrahydro-naphthalen-2-yl)-propyl-amino]-piperidine-1-carboxylic acid tert-butyl ester). The yield is 86.7%. RXN SMILES: [C:1]([O:5][C:6]([N:8]1[CH2:13][CH2:12][CH:11]([NH:14][CH:15]2[CH2:24][CH2:23][C:22]3[C:17](=[CH:18][C:19]([Br:25])=[CH:20][CH:21]=3)[CH2:16]2)[CH2:10][CH2:9]1)=[O:7])([CH3:4])([CH3:3])[CH3:2].[CH:26](=O)[CH2:27][CH3:28].C(O[BH-](OC(=O)C)OC(=O)C)(=O)C.[Na+]>ClC(Cl)C>[C:1]([O:5][C:6]([N:8]1[CH2:13][CH2:12][CH:11]([N:14]([CH:15]2[CH2:24][CH2:23][C:22]3[C:17](=[CH:18][C:19]([Br:25])=[CH:20][CH:21]=3)[CH2:16]2)[CH2:26][CH2:27][CH3:28])[CH2:10][CH2:9]1)=[O:7])([CH3:4])([CH3:2])[CH3:3] |f:2.3|. Reported procedure: To a solution of 4-(7-bromo-1,2,3,4-tetrahydro-naphthalen-2-ylamino)-piperidine-1-carboxylic acid tert-butyl ester (610 mg, 1.5 mmol) and propionaldehyde (0.1 mL, 1.5 mmol) in dichloroethane (20 mL) under a nitrogen atmosphere was added sodium triacetoxyborohydride (795 mg, 3.75 mmol) in a single portion. The reaction was stirred at room temperature for 24 h then concentrated in vacuo. The residue was partitioned between EtOAc (75 mL) and 5% aq. KOH (50 mL). The aqueous phase was extracted twice...